From a dataset of the Open Reaction Database (ORD), a public repository of structured organic reaction records. describe an organic reaction: reactants, conditions, products, and yield Reactants: CCO, CC(=O)O, C[O-], CCOC=O, Cc1ccc(N)c(O)c1, [Na+], O. The product is Cc1ccc(NC=O)c(O)c1. Reaction SMILES: [CH3:1][CH2:2][OH:3].[CH3:21][C:22](=[O:23])[OH:24].[CH3:4][O-:5].[CH:7]([O:8][CH2:9][CH3:10])=[O:11].[NH2:12][c:13]1[cH:14][cH:15][c:16]([CH3:20])[cH:17][c:18]1[OH:19].[Na+:6].[OH2:25]>>[CH:2](=[O:3])[NH:12][c:13]1[cH:14][cH:15][c:16]([CH3:20])[cH:17][c:18]1[OH:19].